Dataset: the Open Reaction Database (ORD), a public repository of structured organic reaction records. Task: describe an organic reaction: reactants, conditions, products, and yield The reactants are C(CCC=C)=O (pent-4-enal), [N+](=O)([O-])C (nitromethane), CN(C(=N)N(C)C)C (1,1,3,3-tetramethylguanidine), CS(=O)(=O)Cl (methanesulfonyl chloride), CS(=O)(=O)Cl (Methanesulfonyl chloride). The solvent is CCCCCC.C(C)(=O)OCC (hexane ethyl acetate), C1(=CC=CC=C1)C (toluene), C(C)N(CC)CC (triethylamine), C(C)N(CC)CC (triethylamine). Conditions: temperature 0 celsius, time 60 minute. Product: [N+](=O)([O-])\C=C\CCC=C ((E)-1-nitrohexa-1,5-diene). RXN SMILES: [CH:1](=O)[CH2:2][CH2:3][CH:4]=[CH2:5].[N+:7]([CH3:10])([O-:9])=[O:8].CN(C)C(N(C)C)=N.CS(Cl)(=O)=O>C1(C)C=CC=CC=1.C(N(CC)CC)C.CCCCCC.C(OCC)(=O)C>[N+:7](/[CH:10]=[CH:5]/[CH2:4][CH2:3][CH:2]=[CH2:1])([O-:9])=[O:8] |f:6.7|. Reported procedure: In an oven-dried 1 L round-bottomed flask pent-4-enal (11.3 g, 134 mmol) was dissolved in toluene (300 mL) to give a colorless solution. After cooling to 0° C., nitromethane (72.4 mL, 1343 mmol) and 1,1,3,3-tetramethylguanidine (1.685 mL, 13.43 mmol) were added. After the mixture was stirred at 0° C. for 60 min, TLC showed a major product (4:1 hexane/ethyl acetate). Methanesulfonyl chloride (15.7 mL, 202 mmol) and triethylamine (28 mL, 202 mmol) were added. The cooling bath was removed and the m...